The task is: describe an organic reaction: reactants, conditions, products, and yield. This data is from the Open Reaction Database (ORD), a public repository of structured organic reaction records. Starting materials: O=c1ccccn1C(=S)n1ccccc1=O, COc1cc(N)ncn1, ClCCl. Yields the product COc1cc(N=C=S)ncn1. As a reaction SMILES: [C:1](=[S:2])([n:3]1[cH:4][cH:5][cH:6][cH:7][c:8]1=[O:9])[n:10]1[cH:11][cH:12][cH:13][cH:14][c:15]1=[O:16].[CH3:17][O:18][c:19]1[cH:20][c:21]([NH2:25])[n:22][cH:23][n:24]1.[Cl:26][CH2:27][Cl:28]>>[C:1](=[S:2])=[N:25][c:21]1[cH:20][c:19]([O:18][CH3:17])[n:24][cH:23][n:22]1.